This data is from the Open Reaction Database (ORD), a public repository of structured organic reaction records. The task is: describe an organic reaction: reactants, conditions, products, and yield Reactants: C1CCOC1, C[Mg]Cl, CO, [Cl-], ClCCl, ClCCl, CC(=O)c1nnc2ccc(-c3c(-c4ccc(F)cc4F)nc4n3CCC4)nn12, [NH4+], O. Product: CC(C)(O)c1nnc2ccc(-c3c(-c4ccc(F)cc4F)nc4n3CCC4)nn12. As a reaction SMILES: [CH2:29]1[O:30][CH2:31][CH2:32][CH2:33]1.[CH3:34][Mg:35][Cl:36].[CH3:46][OH:47].[Cl-:37].[Cl:40][CH2:41][Cl:42].[Cl:43][CH2:44][Cl:45].[F:1][c:2]1[c:3](-[c:9]2[n:10][c:11]3[n:12]([c:13]2-[c:14]2[cH:15][cH:16][c:17]4[n:18]([n:19]2)[c:20]([C:23]([CH3:24])=[O:25])[n:21][n:22]4)[CH2:26][CH2:27][CH2:28]3)[cH:4][cH:5][c:6]([F:8])[cH:7]1.[NH4+:38].[OH2:39]>>[F:1][c:2]1[c:3](-[c:9]2[n:10][c:11]3[n:12]([c:13]2-[c:14]2[cH:15][cH:16][c:17]4[n:18]([n:19]2)[c:20]([C:23]([CH3:24])([OH:25])[CH3:29])[n:21][n:22]4)[CH2:26][CH2:27][CH2:28]3)[cH:4][cH:5][c:6]([F:8])[cH:7]1. Procedure: (S)-1-[N-(tert-Butoxycarbonyl)-L-prolyl]-2-[1-hydroxy-2(phenylmethyloxy)ethyl]pyrrolidine (4.99 g) was dissolved in a 3.6N hydrogen chloride-1,4-dioxane solution, and the mixture was left standing at room temperature for 40 minutes. The reaction mixture was concentrated to give the title compound (2.66 g). c) (S)-2-[[(S)-2-(1-Hydroxy-2-(phenylmethyloxy)ethyl]-1-pyrrolidinyl]carbonyl]-N-(2-phenylethyl)-1-pyrrolidinecarboxamide RXN SMILES: C(OC([N:8]1[CH2:30][CH2:29][CH2:28][C@H:9]1[C:10]([N:12]1[CH2:16][CH2:15][CH2:14][C@H:13]1[CH:17]([OH:27])[CH2:18][O:19][CH2:20][C:21]1[CH:26]=[CH:25][CH:24]=[CH:23][CH:22]=1)=[O:11])=O)(C)(C)C.O1CCOCC1.[ClH:37]>>[ClH:37].[OH:27][CH:17]([C@@H:13]1[CH2:14][CH2:15][CH2:16][N:12]1[C:10](=[O:11])[C@@H:9]1[CH2:28][CH2:29][CH2:30][NH:8]1)[CH2:18][O:19][CH2:20][C:21]1[CH:22]=[CH:23][CH:24]=[CH:25][CH:26]=1 |f:1.2,3.4|. Reactants: C(C)(C)(C)OC(=O)N1[C@H](C(=O)N2[C@@H](CCC2)C(COCC2=CC=CC=C2)O)CCC1 ((S)-1-[N-(tert-Butoxycarbonyl)-L-prolyl]-2-[1-hydroxy-2(phenylmethyloxy)ethyl]pyrrolidine), O1CCOCC1.Cl (hydrogen chloride-1,4-dioxane). Conditions: time 40 minute. The product is Cl.OC(COCC1=CC=CC=C1)[C@H]1N(CCC1)C([C@H]1NCCC1)=O ((S)-2-[1-Hydroxy-2-(phenylmethyloxy)ethyl]-1-(L-prolyl)-pyrrolidine hydrochloride).